This data is from the Open Reaction Database (ORD), a public repository of structured organic reaction records. The task is: describe an organic reaction: reactants, conditions, products, and yield Reactants: CC(=O)OCN(CN(CN(C)[N+](=O)[O-])[N+](=O)[O-])[N+](=O)[O-], Cl, O=C(O)C(F)(F)F. The product is CN(CN(CN(CCl)[N+](=O)[O-])[N+](=O)[O-])[N+](=O)[O-]. RXN SMILES: [C:1]([O:2][CH2:5][N:6]([CH2:7][N:8]([CH2:9][N:10]([CH3:11])[N+:12](=[O:13])[O-:14])[N+:15](=[O:16])[O-:17])[N+:18](=[O:19])[O-:20])(=[O:3])[CH3:4].[ClH:28].[OH:21][C:22]([C:23]([F:24])([F:25])[F:26])=[O:27]>>[CH2:5]([N:6]([CH2:7][N:8]([CH2:9][N:10]([CH3:11])[N+:12](=[O:13])[O-:14])[N+:15](=[O:16])[O-:17])[N+:18](=[O:19])[O-:20])[Cl:28]. Reactants: C (Charcoal), C1=CC=CC2=C3C(=C4C5=C6C(=C7C(=C5C(C4=C21)CCCCCCCCCCOC2=CC=C(C=C2)CO)C=CC=C7)C=CC=C6)C=CC=C3 (4-[[10-(17H-tetrabenzo-[a,c,g,i]fluoren-17-yl)decyl]oxy]benzenemethanol), C(C)OC(CC(C1=C(C=C(C(=C1)F)F)F)=O)=O (3-oxo-3-(2,4,5-trifluoro-phenyl)-propionic acid ethyl ester), resultant solution, CO (Methanol). Reagents/catalysts: CN(C)C=1C=CN=CC1 (DMAP). Run in C1(=CC=CC=C1)C (toluene), C(Cl)Cl.CO (DCM methanol). Reaction conditions: time 15 minute. Product: FC1=C(C=C(C(=C1)F)F)C(CC(=O)OCC1=CC=C(C=C1)OCCCCCCCCCCC1C2=C3C(=C4C(=C2C2=C5C(=C6C(=C12)C=CC=C6)C=CC=C5)C=CC=C4)C=CC=C3)=O ([4-[[10-(17H-Tetrabenzo-[a,c,g,i]fluoren-17-yl)decyl]oxy]phenyl]methyl 2,4,5-trifluoro-β-oxobenzenepropanoate). As a reaction SMILES: [CH:1]1[C:17]2[C:5](=[C:6]3[CH:48]=[CH:47][CH:46]=[CH:45][C:7]3=[C:8]3[C:16]=2[CH:15]([CH2:18][CH2:19][CH2:20][CH2:21][CH2:22][CH2:23][CH2:24][CH2:25][CH2:26][CH2:27][O:28][C:29]2[CH:34]=[CH:33][C:32]([CH2:35][OH:36])=[CH:31][CH:30]=2)[C:14]2[C:9]3=[C:10]3[CH:44]=[CH:43][CH:42]=[CH:41][C:11]3=[C:12]3[CH:40]=[CH:39][CH:38]=[CH:37][C:13]3=2)[CH:4]=[CH:3][CH:2]=1.C([O:51][C:52](=O)[CH2:53][C:54](=[O:64])[C:55]1[CH:60]=[C:59]([F:61])[C:58]([F:62])=[CH:57][C:56]=1[F:63])C.C.CO>CN(C1C=CN=CC=1)C.C1(C)C=CC=CC=1.C(Cl)Cl.CO>[F:63][C:56]1[CH:57]=[C:58]([F:62])[C:59]([F:61])=[CH:60][C:55]=1[C:54](=[O:64])[CH2:53][C:52]([O:36][CH2:35][C:32]1[CH:31]=[CH:30][C:29]([O:28][CH2:27][CH2:26][CH2:25][CH2:24][CH2:23][CH2:22][CH2:21][CH2:20][CH2:19][CH2:18][CH:15]2[C:14]3[C:9](=[C:10]4[CH:44]=[CH:43][CH:42]=[CH:41][C:11]4=[C:12]4[CH:40]=[CH:39][CH:38]=[CH:37][C:13]4=3)[C:8]3[C:16]2=[C:17]2[CH:1]=[CH:2][CH:3]=[CH:4][C:5]2=[C:6]2[CH:48]=[CH:47][CH:46]=[CH:45][C:7]2=3)=[CH:34][CH:33]=1)=[O:51] |f:6.7|. Reported procedure: 4-[[10-(17H-Tetrabenzo[a,c,g,i]fluoren-17-yl)decyl]oxy]benzenemethanol (8) (44.9 mg, 0.071 mmol) and DMAP (3.2 mg, 0.026 mmol) were added to an oven-dried flask and dissolved in freshly distilled toluene (8 mL). 3-Oxo-3-(2,4,5-trifluoro-phenyl)-propionic acid ethyl ester (7) (46.2 mg, 0.19 mmol) was added and the resultant solution refluxed under an atmosphere of nitrogen for 20 hours. The reaction was cooled to room temperature and solvent removed in vacuo to yield an orange oil. This was disso... The reactants are FC1=CC=C(C=C1)NC1=C(C=NC=2N1N=CC2C(=O)O)C(=O)N2CCC1(CC2)C(=CC2=CC=CC=C21)C (7-(4-Fluorophenylamino)-6-(2-methylspiro[inden-1,4′-piperidine]-1′-ylcarbonyl)pyrazolo[1,5-a]pyrimidine-3-carboxylic acid), C(C)S(=O)(=O)N (ethanesulfonamide). Product: FC1=CC=C(C=C1)NC1=C(C=NC=2N1N=CC2C(=O)NS(=O)(=O)CC)C(=O)N2CCC1(CC2)C(=CC2=CC=CC=C21)C (N-[7-(4-Fluorophenylamino)-6-(2-methylspiro[inden-1,4′-piperidine]-1′-ylcarbonyl)pyrazolo[1,5-a]pyrimidine-3-carbonyl]ethanesulfonamide). The yield is 25.2%. Reaction SMILES: [F:1][C:2]1[CH:7]=[CH:6][C:5]([NH:8][C:9]2[N:14]3[N:15]=[CH:16][C:17]([C:18]([OH:20])=O)=[C:13]3[N:12]=[CH:11][C:10]=2[C:21]([N:23]2[CH2:28][CH2:27][C:26]3([C:36]4[C:31](=[CH:32][CH:33]=[CH:34][CH:35]=4)[CH:30]=[C:29]3[CH3:37])[CH2:25][CH2:24]2)=[O:22])=[CH:4][CH:3]=1.[CH2:38]([S:40]([NH2:43])(=[O:42])=[O:41])[CH3:39]>>[F:1][C:2]1[CH:3]=[CH:4][C:5]([NH:8][C:9]2[N:14]3[N:15]=[CH:16][C:17]([C:18]([NH:43][S:40]([CH2:38][CH3:39])(=[O:42])=[O:41])=[O:20])=[C:13]3[N:12]=[CH:11][C:10]=2[C:21]([N:23]2[CH2:24][CH2:25][C:26]3([C:36]4[C:31](=[CH:32][CH:33]=[CH:34][CH:35]=4)[CH:30]=[C:29]3[CH3:37])[CH2:27][CH2:28]2)=[O:22])=[CH:6][CH:7]=1. Procedure: In the same manner as in Example 1, step 6 and using 7-(4-fluorophenylamino)-6-(2-methylspiro[inden-1,4′-piperidine]-1′-ylcarbonyl)pyrazolo[1,5-a]pyrimidine-3-carboxylic acid (0.100 g, 0.209 mmol) obtained in Example 116, step 2 and ethanesulfonamide (0.113 g, 1.04 mmol), the title compound (0.031 g, 25%) was obtained. RXN SMILES: [CH3:1][O:2][C:3]1[CH:4]=[C:5]([CH:9]2[CH2:14][CH2:13][CH2:12][CH2:11][C:10]2=O)[CH:6]=[CH:7][CH:8]=1.[C:16]([CH:21]=P(C1C=CC=CC=1)(C1C=CC=CC=1)C1C=CC=CC=1)([O:18][CH2:19][CH3:20])=[O:17]>C1(C)C=CC=CC=1>[CH2:19]([O:18][C:16](=[O:17])[CH:21]=[C:10]1[CH2:11][CH2:12][CH2:13][CH2:14][CH:9]1[C:5]1[CH:6]=[CH:7][CH:8]=[C:3]([O:2][CH3:1])[CH:4]=1)[CH3:20]. Reaction conditions: time 22 hour. Isolated yield 99.8%. Reactants: COC=1C=C(C=CC1)C1C(CCCC1)=O (2-(3-methoxyphenyl)-cyclohexanone), C(=O)(OCC)C=P(C1=CC=CC=C1)(C1=CC=CC=C1)C1=CC=CC=C1 (carbethoxymethylene triphenylphosphorane). The product is ethyl acetate hexanes, C(C)OC(C=C1C(CCCC1)C1=CC(=CC=C1)OC)=O ([2-(3-Methoxy-phenyl)-cyclohexylidene]-acetic acid ethyl ester). Procedure: Combine 2-(3-methoxyphenyl)-cyclohexanone (5.0 g, 24.5 mmol), carbethoxymethylene triphenylphosphorane (15.4 g, 44.1 mmol), and toluene (150 mL), stir and heat at reflux. After 22 hours, cool to ambient temperature and concentrate under vacuum. Add ether and filter off the triphenylphosphine oxide precipitate and concentrate the ether filtrate. Flash chromatograph with 0% to 10% ethyl acetate/hexanes to yield the titled compound (6.71 g, 99%) as a clear oil. TLC Rf=0.58 in 8:1 hexanes:ethyl acet... The solvent is C1(=CC=CC=C1)C (toluene). Starting materials: ClC1=C(C=CC=C1)C=1N=C(SC1C(=O)N)NC1=C(C=CC(=C1)C=O)[N+](=O)[O-] (4-(2-chloro-phenyl)-2-(5-formyl-2-nitro-phenylamino)-thiazole-5-carboxylic acid amide), C(C)(=O)O[BH-](OC(C)=O)OC(C)=O.[Na+] (sodium triacetoxyborohydride), CN1CCNCC1 (1-methylpiperazine). Solvent: ClCCl (dichloromethane), ClCCl (dichloromethane). Conditions: time 3 day. Product: ClC1=C(C=CC=C1)C=1N=C(SC1C(=O)N)NC1=C(C=CC(=C1)CN1CCN(CC1)C)[N+](=O)[O-] (4-(2-chloro-phenyl)-2-[5-(4-methyl-piperazin-1-ylmethyl)-2-nitro-phenylamino]-thiazole-5-carboxylic acid amide). Isolated yield 82.1%. As a reaction SMILES: [Cl:1][C:2]1[CH:7]=[CH:6][CH:5]=[CH:4][C:3]=1[C:8]1[N:9]=[C:10]([NH:16][C:17]2[CH:22]=[C:21]([CH:23]=O)[CH:20]=[CH:19][C:18]=2[N+:25]([O-:27])=[O:26])[S:11][C:12]=1[C:13]([NH2:15])=[O:14].C(O[BH-](OC(=O)C)OC(=O)C)(=O)C.[Na+].[CH3:42][N:43]1[CH2:48][CH2:47][NH:46][CH2:45][CH2:44]1>ClCCl>[Cl:1][C:2]1[CH:7]=[CH:6][CH:5]=[CH:4][C:3]=1[C:8]1[N:9]=[C:10]([NH:16][C:17]2[CH:22]=[C:21]([CH2:23][N:46]3[CH2:47][CH2:48][N:43]([CH3:42])[CH2:44][CH2:45]3)[CH:20]=[CH:19][C:18]=2[N+:25]([O-:27])=[O:26])[S:11][C:12]=1[C:13]([NH2:15])=[O:14] |f:1.2|. Procedure: To a mixture of 0.20 g (0.50 mmole) of 4-(2-chloro-phenyl)-2-(5-formyl-2-nitro-phenylamino)-thiazole-5-carboxylic acid amide (VI.20b), 0.63 g (3.0 mmole) of sodium triacetoxyborohydride and 15 mL of dichloromethane was added 0.12 mL (1.08 mmole) of 1-methylpiperazine. The mixture was stirred at room temperature for 3 days. The mixture was diluted with dichloromethane, washed with saturated aqueous sodium bicarbonate solution and brine, dried over anhydrous magnesium sulfate, filtered and concent... The reactants are C(C1=CC=CC=C1)[C@@H]1N(C(OC1)=O)C(CC1=CC=CC=C1)=O ((S)-4-benzyl-3-phenylacetyl-2-oxazolidinone), [Cl-].[Na+] (sodium chloride), C[Si](C)(C)[N-][Si](C)(C)C.[Na+] (sodium bis(trimethylsilyl)amide), C(C=C)I (allyl iodide). Solvent: C(C)(=O)OCC (ethyl acetate), O1CCCC1 (tetrahydrofuran), C(C)(=O)OCC.CCCCCC (ethyl acetate hexane). Reaction conditions: time 30 minute. Yields the product C(C1=CC=CC=C1)[C@@H]1N(C(OC1)=O)C(C(CC=C)C1=CC=CC=C1)=O ((S)-4-benzyl-3-(2-phenylpent-4-enoyl)-2-oxazolidinone). Reaction SMILES: [CH2:1]([C@H:8]1[CH2:12][O:11][C:10](=[O:13])[N:9]1[C:14](=[O:22])[CH2:15][C:16]1[CH:21]=[CH:20][CH:19]=[CH:18][CH:17]=1)[C:2]1[CH:7]=[CH:6][CH:5]=[CH:4][CH:3]=1.C[Si]([N-][Si](C)(C)C)(C)C.[Na+].[CH2:33](I)[CH:34]=[CH2:35].[Cl-].[Na+]>C(OCC)(=O)C.C(OCC)(=O)C.CCCCCC.O1CCCC1>[CH2:1]([C@H:8]1[CH2:12][O:11][C:10](=[O:13])[N:9]1[C:14](=[O:22])[CH:15]([C:16]1[CH:17]=[CH:18][CH:19]=[CH:20][CH:21]=1)[CH2:35][CH:34]=[CH2:33])[C:2]1[CH:3]=[CH:4][CH:5]=[CH:6][CH:7]=1 |f:1.2,4.5,7.8|. Procedure: Alternately, combine (S)-4-benzyl-3-phenylacetyl-2-oxazolidinone (8.0 g, 27 mmol) and tetrahydrofuran (50 mL). cool in a dry-ice/acetone bath. Add dropwise a solution of sodium bis(trimethylsilyl)amide (30 mL, 1.0 M in tetrahydrofuran, 30 mmol). After 30 minutes, add allyl iodide (9.1 g, 54 mmol) and then replace the bath with a dry-ice/carbon tetrachloride bath. After 1.5 hours, quench the reaction by the addition of a saturated aqueous sodium chloride solution, extract with diethyl ether, and ... Reactants: CN(C)c1cccc(O)c1, CC(C)=O, CC(C)I, [K+], [K+], O=C([O-])[O-]. Yields the product CC(C)Oc1cccc(N(C)C)c1. As a reaction SMILES: [CH3:1][N:2]([c:3]1[cH:4][c:5]([OH:9])[cH:6][cH:7][cH:8]1)[CH3:10].[CH3:21][C:22](=[O:23])[CH3:24].[I:17][CH:18]([CH3:19])[CH3:20].[K+:11].[K+:12].[O-:13][C:14]([O-:15])=[O:16]>>[CH3:1][N:2]([c:3]1[cH:4][c:5]([O:9][CH:18]([CH3:19])[CH3:20])[cH:6][cH:7][cH:8]1)[CH3:10]. Starting materials: O=c1ccn2c3ccc(Br)cc3c3cc(O)cc1c32, CCCC(=O)CBr, O=C([O-])[O-], CS(C)=O, [K+], [K+], O. Yields the product CCCC(=O)COc1cc2c(=O)ccn3c4ccc(Br)cc4c(c1)c23. As a reaction SMILES: [Br:1][c:2]1[cH:3][cH:4][c:5]2[n:6]3[c:7]4[c:8]([cH:9][c:10]([OH:15])[cH:11][c:12]4[c:13]2[cH:14]1)[c:16](=[O:19])[cH:17][cH:18]3.[Br:26][CH2:27][C:28]([CH2:29][CH2:30][CH3:31])=[O:32].[C:20](=[O:21])([O-:22])[O-:23].[CH3:34][S:35](=[O:36])[CH3:37].[K+:24].[K+:25].[OH2:33]>>[Br:1][c:2]1[cH:3][cH:4][c:5]2[n:6]3[c:7]4[c:8]([cH:9][c:10]([O:15][CH2:27][C:28]([CH2:29][CH2:30][CH3:31])=[O:32])[cH:11][c:12]4[c:13]2[cH:14]1)[c:16](=[O:19])[cH:17][cH:18]3. The reactants are CC1(C)CCCCc2ccc(Br)cc21, [Cu]I, CCCCI, C1CCOC1. Yields the product CCCCc1ccc2c(c1)C(C)(C)CCCC2. RXN SMILES: [Br:1][c:2]1[cH:3][cH:4][c:5]2[c:6]([cH:14]1)[C:7]([CH3:12])([CH3:13])[CH2:8][CH2:9][CH2:10][CH2:11]2.[Cu:20][I:21].[I:15][CH2:16][CH2:17][CH2:18][CH3:19].[O:22]1[CH2:23][CH2:24][CH2:25][CH2:26]1>>[c:2]1([CH2:16][CH2:17][CH2:18][CH3:19])[cH:3][cH:4][c:5]2[c:6]([cH:14]1)[C:7]([CH3:12])([CH3:13])[CH2:8][CH2:9][CH2:10][CH2:11]2. Reactants: [H][H] (hydrogen), 53, CO[C@@H]1CN(CC[C@@H]1NCC1=CC=CC=C1)CCCC(=O)N1CCCC1 (cis-1-[4-[3-methoxy-4-[(phenylmethyl)amino]-1-piperidinyl]-1-oxobutyl]pyrrolidine). Reagents/catalysts: [Pd] (palladium-on-charcoal). Solvent: CO (methanol). Product: 28.3, N[C@@H]1[C@@H](CN(CC1)CCCC(=O)N1CCCC1)OC (cis-1-[4-(4-amino-3-methoxy-1-piperidinyl)-1-oxobutyl]pyrrolidine). Isolated yield 71.4%. Reaction SMILES: [CH3:1][O:2][C@H:3]1[C@@H:8]([NH:9]CC2C=CC=CC=2)[CH2:7][CH2:6][N:5]([CH2:17][CH2:18][CH2:19][C:20]([N:22]2[CH2:26][CH2:25][CH2:24][CH2:23]2)=[O:21])[CH2:4]1.[H][H]>[Pd].CO>[NH2:9][C@H:8]1[CH2:7][CH2:6][N:5]([CH2:17][CH2:18][CH2:19][C:20]([N:22]2[CH2:23][CH2:24][CH2:25][CH2:26]2)=[O:21])[CH2:4][C@H:3]1[O:2][CH3:1]. Procedure: A mixture of 53 parts of cis-1-[4-[3-methoxy-4-[(phenylmethyl)amino]-1-piperidinyl]-1-oxobutyl]pyrrolidine and 200 parts of methanol was hydrogenated at normal pressure and at room temperature with 3 parts of palladium-on-charcoal catalyst 10%. After the calculated amount of hydrogen was taken up, the catalyst was filtered off and the filtrate was evaporated. The residue was purified by column chromatography over silica gel using a mixture of trichloromethane and methanol, saturated with ammonia...